describe an organic reaction: reactants, conditions, products, and yield From a dataset of the Open Reaction Database (ORD), a public repository of structured organic reaction records. Reactants: NC(C(=O)OCC)C#N (ethyl α-aminocyanoacetate), C(OCC)([O-])[O-] (ethyl orthoformate), NC=1SC=NN1 (2-amino-1,3,4-thiadiazole). Product: NC1=C(N=CN1C=1SC=NN1)C(=O)OCC (5-amino-4-ethoxycarbonyl-1-(1,3,4-thiadiazol-2-yl)imidazole). RXN SMILES: [NH2:1][CH:2]([C:8]#[N:9])[C:3]([O:5][CH2:6][CH3:7])=[O:4].[CH:10]([O-])([O-])OCC.[NH2:16][C:17]1[S:18][CH:19]=[N:20][N:21]=1>>[NH2:9][C:8]1[N:16]([C:17]2[S:18][CH:19]=[N:20][N:21]=2)[CH:10]=[N:1][C:2]=1[C:3]([O:5][CH2:6][CH3:7])=[O:4]. Reported procedure: The desired compound was synthesized following the procedures described in Reference Example 7 by using ethyl α-aminocyanoacetate, ethyl orthoformate and 2-amino-1,3,4-thiadiazole as raw materials. m.p.: 181° to 183° C. The product is COP(OC)(=O)CC(=O)C1=CC(=CC=C1)C(C1=CC=CC=C1)(OC)OC ({2-[3-(dimethoxy-phenyl-methyl)-phenyl]-2-oxo-ethyl}-phosphonic acid dimethyl ester). The solvent is hexanes, C(C)(=O)OCC (ethyl acetate). Run at time 1 hour. Reaction SMILES: C1[CH2:5][O:4]CC1.[PH:6](=[O:12])([O-])[O:7][CH:8](C)C.[Li][CH2:14]CCC.CO[C:20](=[O:38])[C:21]1[CH:26]=[CH:25][CH:24]=[C:23]([C:27]([O:36][CH3:37])([O:34][CH3:35])[C:28]2[CH:33]=[CH:32][CH:31]=[CH:30][CH:29]=2)[CH:22]=1>C(OCC)(=O)C>[CH3:8][O:7][P:6]([CH2:14][C:20]([C:21]1[CH:26]=[CH:25][CH:24]=[C:23]([C:27]([O:36][CH3:37])([O:34][CH3:35])[C:28]2[CH:29]=[CH:30][CH:31]=[CH:32][CH:33]=2)[CH:22]=1)=[O:38])(=[O:12])[O:4][CH3:5]. Starting materials: C1CCOC1 (THF), P(OC(C)C)([O-])=O (dimethylmethyl phosphonate), [Li]CCCC (BuLi), C1CCOC1 (THF), COC(C1=CC(=CC=C1)C(C1=CC=CC=C1)(OC)OC)=O (3-(dimethoxy-phenyl-methyl)-benzoic acid methyl ester). Reported procedure: To a −78° C. THF solution (5 mL) of dimethylmethyl phosphonate (0.54 mL, 4.98 mmol) was added 1.6M BuLi (3.11 mL, 4.98 mmol). After stirring 40 min. a THF solution (5 mL) of 3-(dimethoxy-phenyl-methyl)-benzoic acid methyl ester (951 mg, 3.32 mmol) was added. After 15 min. the reaction mixture was warmed to room temperature. The reaction mixture was stirred an additional 1 h at room temperature and then quenched by the addition of NaHCO3 solution. Dilution with ethyl acetate was followed by washi... The reactants are CC1=CC=C(C=N1)CC=1C(NC(=NC1)SC)=O (5-(6-methyl-3-pyridylmethyl)-2-methylthio-4-pyrimidone), N(C(=N)N)C=1SC=C(N1)CSCCN (2-(2-guanidino-4-thiazolylmethylthio)ethylamine). Solvent: N1=CC=CC=C1 (pyridine). Yields the product N(C(=N)N)C=1SC=C(N1)CSCCNC1=NC=C(C(N1)=O)CC=1C=NC(=CC1)C (2-[2-(2-guanidino-4-thiazolylmethylthio)ethylamino]-5-(6-methyl-3-pyridylmethyl)-4-pyrimidone). As a reaction SMILES: [CH3:1][C:2]1[N:7]=[CH:6][C:5]([CH2:8][C:9]2[C:10](=[O:17])[NH:11][C:12](SC)=[N:13][CH:14]=2)=[CH:4][CH:3]=1.[NH:18]([C:22]1[S:23][CH:24]=[C:25]([CH2:27][S:28][CH2:29][CH2:30][NH2:31])[N:26]=1)[C:19]([NH2:21])=[NH:20]>N1C=CC=CC=1>[NH:18]([C:22]1[S:23][CH:24]=[C:25]([CH2:27][S:28][CH2:29][CH2:30][NH:31][C:12]2[NH:11][C:10](=[O:17])[C:9]([CH2:8][C:5]3[CH:6]=[N:7][C:2]([CH3:1])=[CH:3][CH:4]=3)=[CH:14][N:13]=2)[N:26]=1)[C:19]([NH2:21])=[NH:20]. Procedure: Equimolar amounts of 5-(6-methyl-3-pyridylmethyl)-2-methylthio-4-pyrimidone and 2-(2-guanidino-4-thiazolylmethylthio)ethylamine are refluxed together with pyridine for 48 hours to give 2-[2-(2-guanidino-4-thiazolylmethylthio)ethylamino]-5-(6-methyl-3-pyridylmethyl)-4-pyrimidone. Starting materials: COC1=CC2=C(N=C(S2)NN=C(C#N)C#N)C=C1 (2-[(6-methoxybenzothiazol-2-yl)hydrazono]-malononitrile), C(CC#N)#N (malononitrile), O.NN (hydrazine hydrate). Solvent: C(C)O (ethanol). Product: NC1=NN=C(C1=NNC=1SC2=C(N1)C=CC(=C2)OC)N (3,5-Diamino-4-[(6-methoxybenzothiazol-2-yl)hydrazono]pyrazole). As a reaction SMILES: CO[C:3]1[CH:18]=[CH:17][C:6]2[N:7]=[C:8]([NH:10][N:11]=[C:12]([C:15]#[N:16])[C:13]#[N:14])[S:9][C:5]=2[CH:4]=1.[C:19](#N)CC#N.[OH2:24].[NH2:25][NH2:26]>C(O)C>[NH2:16][C:15]1[C:12](=[N:11][NH:10][C:8]2[S:9][C:5]3[CH:4]=[C:3]([O:24][CH3:19])[CH:18]=[CH:17][C:6]=3[N:7]=2)[C:13]([NH2:14])=[N:26][N:25]=1 |f:2.3|. Reported procedure: This compound was prepared using 2-[(6-methoxybenzothiazol-2-yl)hydrazono]-malononitrile (200 mg), which was derived from 2-amino-6-methoxybensothiazole (1.17 g) and malononitrile (0.82 g) as described in Example 8, and hydrazine hydrate (0.2 mL) in ethanol. Solids had not formed after heating the reaction at 40° C. for 2 hrs. The solution was allowed to cool to room temperature and concentrated. The product was obtained after column chromatography purification (80 mg, 35%). The product is COc1cccc(OC)c1-c1ccc(CO)c(OCc2ccccc2)c1. RXN SMILES: [CH3:1][O:2][c:3]1[c:4](-[c:11]2[cH:12][c:13]([O:20][CH2:21][c:22]3[cH:23][cH:24][cH:25][cH:26][cH:27]3)[c:14]([C:15](=[O:16])[OH:17])[cH:18][cH:19]2)[c:5]([O:9][CH3:10])[cH:6][cH:7][cH:8]1.[CH3:28][CH:29]([CH2:30][AlH:31][CH2:32][CH:33]([CH3:34])[CH3:35])[CH3:36].[Cl:37][CH2:38][Cl:39]>>[CH3:1][O:2][c:3]1[c:4](-[c:11]2[cH:12][c:13]([O:20][CH2:21][c:22]3[cH:23][cH:24][cH:25][cH:26][cH:27]3)[c:14]([CH2:15][OH:16])[cH:18][cH:19]2)[c:5]([O:9][CH3:10])[cH:6][cH:7][cH:8]1. The reactants are COc1cccc(OC)c1-c1ccc(C(=O)O)c(OCc2ccccc2)c1, CC(C)C[AlH]CC(C)C, ClCCl. Starting materials: COC(=O)C12CC3(CC(CC(C1)C3)C2)C(=O)NC(C(=O)OC(C)(C)C)CC#C (tert-Butyl 2-(3-methoxycarbonyladamant-1-ylcarbonylamino)pent-4-ynoate), CN(C(CC(=O)C)=O)C (N,N-Dimethyl acetoacetamide). Reported procedure: tert-Butyl 2-(3-methoxycarbonyladamant-1-ylcarbonylamino)pent-4-ynoate (0.44 g) was dissolved in 0.8 mL of dry benzene under nitrogen. To this solution was added a catalytic amount of CuSO4 and the reaction mixture was brought to reflux. N,N-Dimethyl acetoacetamide was added dropwise in excess. Evolution of nitrogen was observed. The addition was complete after 30 min. The reaction was then heated for another 30 min. After cooling the reaction mixture, the solvent was evaporated under reduced pr... Solvent: C1=CC=CC=C1 (benzene). Yields the product COC(=O)C12CC3(CC(CC(C1)C3)C2)C(=O)NC(C(=O)OC(C)(C)C)CC#CCC(=O)N(C)C (tert-Butyl 2-(3-Methoxycarbonyladamant-1-ylcarbonylamino)-6-(N,N-dimethylaminocarbonyl)hex-4-ynoate). The reagents and catalysts are [O-]S(=O)(=O)[O-].[Cu+2] (CuSO4). Conditions: time 30 minute. RXN SMILES: [CH3:1][O:2][C:3]([C:5]12[CH2:14][CH:9]3[CH2:10][CH:11]([CH2:13][C:7]([C:15]([NH:17][CH:18]([CH2:26][C:27]#[CH:28])[C:19]([O:21][C:22]([CH3:25])([CH3:24])[CH3:23])=[O:20])=[O:16])([CH2:8]3)[CH2:6]1)[CH2:12]2)=[O:4].[CH3:29][N:30]([CH3:37])[C:31](=[O:36])[CH2:32]C(C)=O>C1C=CC=CC=1.[O-]S([O-])(=O)=O.[Cu+2]>[CH3:1][O:2][C:3]([C:5]12[CH2:14][CH:9]3[CH2:10][CH:11]([CH2:13][C:7]([C:15]([NH:17][CH:18]([CH2:26][C:27]#[C:28][CH2:32][C:31]([N:30]([CH3:37])[CH3:29])=[O:36])[C:19]([O:21][C:22]([CH3:23])([CH3:24])[CH3:25])=[O:20])=[O:16])([CH2:8]3)[CH2:6]1)[CH2:12]2)=[O:4] |f:3.4|. Reactants: C1(=CC=CC=C1)C1=NC(=NC=C1)N1CC2CNCC2C1 (2-(4-Phenyl-pyrimidin-2-yl)-octahydro-pyrrolo[3,4-c]pyrrole), FC(C1=CC=C(C=C1)C=1C(=CC=CC1)C(=O)O)(F)F (4′-trifluoromethyl-biphenyl-2-carboxylic acid). Product: C1(=CC=CC=C1)C1=NC(=NC=C1)N1CC2C(C1)CN(C2)C(=O)C2=C(C=CC=C2)C2=CC=C(C=C2)C(F)(F)F ([5-(4-Phenyl-pyrimidin-2-yl)-hexahydro-pyrrolo[3,4-c]pyrrol-2-yl]-(4′-trifluoromethyl-biphenyl-2-yl)-methanone). RXN SMILES: [C:1]1([C:7]2[CH:12]=[CH:11][N:10]=[C:9]([N:13]3[CH2:20][CH:19]4[CH:15]([CH2:16][NH:17][CH2:18]4)[CH2:14]3)[N:8]=2)[CH:6]=[CH:5][CH:4]=[CH:3][CH:2]=1.[F:21][C:22]([F:39])([F:38])[C:23]1[CH:28]=[CH:27][C:26]([C:29]2[C:30]([C:35](O)=[O:36])=[CH:31][CH:32]=[CH:33][CH:34]=2)=[CH:25][CH:24]=1>>[C:1]1([C:7]2[CH:12]=[CH:11][N:10]=[C:9]([N:13]3[CH2:14][CH:15]4[CH2:16][N:17]([C:35]([C:30]5[CH:31]=[CH:32][CH:33]=[CH:34][C:29]=5[C:26]5[CH:27]=[CH:28][C:23]([C:22]([F:21])([F:38])[F:39])=[CH:24][CH:25]=5)=[O:36])[CH2:18][CH:19]4[CH2:20]3)[N:8]=2)[CH:2]=[CH:3][CH:4]=[CH:5][CH:6]=1. Reported procedure: The title compound was prepared in a manner analogous to Example 15 utilizing Intermediate 26 and 4′-trifluoromethyl-biphenyl-2-carboxylic acid. MS (ESI): mass calculated for C30H53F3N4O, 514.56; m/z found 515.3 [M+H]+.